Dataset: the Open Reaction Database (ORD), a public repository of structured organic reaction records. Task: describe an organic reaction: reactants, conditions, products, and yield Starting materials: CC(C)(C)OC(=O)N1CCC(=O)CC1, CC(C)CN, CCO. Product: CC(C)CNC1CCN(C(=O)OC(C)(C)C)CC1. As a reaction SMILES: [C:1](=[O:2])([O:3][C:4]([CH3:5])([CH3:6])[CH3:7])[N:8]1[CH2:9][CH2:10][C:11](=[O:14])[CH2:12][CH2:13]1.[CH2:15]([CH:16]([CH3:17])[CH3:18])[NH2:19].[CH3:20][CH2:21][OH:22]>>[C:1](=[O:2])([O:3][C:4]([CH3:5])([CH3:6])[CH3:7])[N:8]1[CH2:9][CH2:10][CH:11]([NH:19][CH2:15][CH:16]([CH3:17])[CH3:18])[CH2:12][CH2:13]1. Starting materials: O=C([O-])[O-], Cn1c(C(OC(=O)OC(C)(C)C)c2cc(F)ccc2F)nc2ccccc21, CCOC(C)=O, Sc1ccc(Cl)cc1, [K+], [K+], O=C(O)C(F)(F)F. Yields the product Cn1c(C(Sc2ccc(Cl)cc2)c2cc(F)ccc2F)nc2ccccc21. Reaction SMILES: [C:43](=[O:44])([O-:45])[O-:46].[C:8]([O:9][C:10]([O:11][CH:16]([c:17]1[n:18][c:19]2[c:20]([n:21]1[CH3:22])[cH:23][cH:24][cH:25][cH:26]2)[c:27]1[c:28]([F:34])[cH:29][cH:30][c:31]([F:33])[cH:32]1)=[O:12])([CH3:13])([CH3:14])[CH3:15].[CH3:49][CH2:50][O:51][C:52](=[O:53])[CH3:54].[Cl:35][c:36]1[cH:37][cH:38][c:39]([SH:42])[cH:40][cH:41]1.[K+:47].[K+:48].[OH:1][C:2]([C:3]([F:4])([F:5])[F:6])=[O:7]>>[CH:16]([c:17]1[n:18][c:19]2[c:20]([n:21]1[CH3:22])[cH:23][cH:24][cH:25][cH:26]2)([c:27]1[c:28]([F:34])[cH:29][cH:30][c:31]([F:33])[cH:32]1)[S:42][c:39]1[cH:38][cH:37][c:36]([Cl:35])[cH:41][cH:40]1. Starting materials: N1CCC(=CC2=C1C=CC=C2)C(=O)N (2,3-dihydro-1H-1-benzazepine-4-carboxamide), O (water). Solvent: CN(C)C=O (DMF), 2-iodinated ethanol. Conditions: temperature 50 celsius, time 4 day. The product is C(C(C)C)N1CCC(=CC2=C1C=CC=C2)C(=O)N (1-isobutyl-2,3-dihydro-1H-1-benzazepine-4-carboxamide). The yield is 38.4%. Reaction SMILES: [NH:1]1[C:7]2[CH:8]=[CH:9][CH:10]=[CH:11][C:6]=2[CH:5]=[C:4]([C:12]([NH2:14])=[O:13])[CH2:3][CH2:2]1.O>CN(C=O)C>[CH2:3]([N:1]1[C:7]2[CH:8]=[CH:9][CH:10]=[CH:11][C:6]=2[CH:5]=[C:4]([C:12]([NH2:14])=[O:13])[CH2:3][CH2:2]1)[CH:4]([CH3:12])[CH3:5]. Procedure: To a solution of 7-[4-(2-butoxyethoxy)phenyl]-1-isobutyl-N-[4-[(1-trityl-1H-imidazol-4-yl)methyl]thio]phenyl]-2,3-dihydro-1H-1-benzazepine-4-carboxamide (0.50 g) in DMF (10 ml), 2-iodinated ethanol (0.25 ml) was added at room temperature, and the mixture was stirred at 50° C. for 4 days. To the reaction solution was added water, and the mixture was extracted with ethyl acetate. The organic layer was washed with saturated brine, dried over magnesium sulfate, and concentrated under reduced pressur... The reactants are CC(=O)OCC(COC(C)=O)NC(=O)c1c(I)c(NC(=O)OCC2CO2)c(I)c(C(=O)NC(COC(C)=O)COC(C)=O)c1I, CCOC(C)=O, c1ccncc1. The product is CC(=O)OCC(COC(C)=O)NC(=O)c1c(I)c(C(=O)NC(COC(C)=O)COC(C)=O)c(I)c(N2C(=O)OCC2CO)c1I. RXN SMILES: [C:1]([CH3:2])(=[O:3])[O:4][CH2:5][CH:6]([CH2:7][O:8][C:9]([CH3:10])=[O:11])[NH:12][C:13](=[O:14])[c:15]1[c:16]([I:45])[c:17]([NH:37][C:38]([O:39][CH2:40][CH:41]2[O:42][CH2:43]2)=[O:44])[c:18]([I:36])[c:19]([C:22](=[O:23])[NH:24][CH:25]([CH2:26][O:27][C:28]([CH3:29])=[O:30])[CH2:31][O:32][C:33]([CH3:34])=[O:35])[c:20]1[I:21].[CH3:52][CH2:53][O:54][C:55](=[O:56])[CH3:57].[cH:46]1[cH:47][cH:48][n:49][cH:50][cH:51]1>>[C:1]([CH3:2])(=[O:3])[O:4][CH2:5][CH:6]([CH2:7][O:8][C:9]([CH3:10])=[O:11])[NH:12][C:13](=[O:14])[c:15]1[c:16]([I:45])[c:17]([N:37]2[C:38](=[O:44])[O:39][CH2:40][CH:41]2[CH2:43][OH:42])[c:18]([I:36])[c:19]([C:22](=[O:23])[NH:24][CH:25]([CH2:26][O:27][C:28]([CH3:29])=[O:30])[CH2:31][O:32][C:33]([CH3:34])=[O:35])[c:20]1[I:21]. Reactants: O=C([O-])[O-], CN(C)C=O, O=Cc1ccc(F)c(F)c1, Fc1ccc(S)cc1, [K+], [K+]. The product is O=Cc1ccc(Sc2ccc(F)cc2)c(F)c1. RXN SMILES: [C:9](=[O:10])([O-:11])[O-:12].[CH3:25][N:26]([CH3:27])[CH:28]=[O:29].[F:15][c:16]1[cH:17][c:18]([CH:19]=[O:20])[cH:21][cH:22][c:23]1[F:24].[F:1][c:2]1[cH:3][cH:4][c:5]([SH:8])[cH:6][cH:7]1.[K+:13].[K+:14]>>[F:1][c:2]1[cH:3][cH:4][c:5]([S:8][c:23]2[c:16]([F:15])[cH:17][c:18]([CH:19]=[O:20])[cH:21][cH:22]2)[cH:6][cH:7]1. Reaction SMILES: [CH2:22]1[O:23][CH2:24][CH2:25][CH2:26]1.[CH2:7]([Li:8])[CH2:9][CH2:10][CH3:11].[CH3:12][S:13][c:14]1[cH:15][cH:16][c:17]([CH:18]=[O:19])[cH:20][cH:21]1.[CH3:1][n:2]1[cH:3][n:4][cH:5][cH:6]1>>[CH3:1][n:2]1[c:3]([CH:18]([c:17]2[cH:16][cH:15][c:14]([S:13][CH3:12])[cH:21][cH:20]2)[OH:19])[n:4][cH:5][cH:6]1. Starting materials: C1CCOC1, [Li]CCCC, CSc1ccc(C=O)cc1, Cn1ccnc1. The product is CSc1ccc(C(O)c2nccn2C)cc1. The reactants are CN=C=O, CC#N, CN(C)Cc1nc(CSCCN)cs1. The product is CNC(=O)NCCSCc1csc(CN(C)C)n1. Reaction SMILES: [CH3:15][N:16]=[C:17]=[O:18].[CH3:19][C:20]#[N:21].[CH3:1][N:2]([CH3:3])[CH2:4][c:5]1[s:6][cH:7][c:8]([CH2:10][S:11][CH2:12][CH2:13][NH2:14])[n:9]1>>[CH3:1][N:2]([CH3:3])[CH2:4][c:5]1[s:6][cH:7][c:8]([CH2:10][S:11][CH2:12][CH2:13][NH:14][C:17]([NH:16][CH3:15])=[O:18])[n:9]1.